describe an organic reaction: reactants, conditions, products, and yield From a dataset of the Open Reaction Database (ORD), a public repository of structured organic reaction records. Starting materials: CC(C)(C)OC(=O)N1CCC(Oc2ccc(NC(=O)C(F)(F)F)cc2[N+](=O)[O-])CC1, CO, [K+], [K+], O=C([O-])[O-], O. The product is CC(C)(C)OC(=O)N1CCC(Oc2ccc(N)cc2[N+](=O)[O-])CC1. RXN SMILES: [C:1]([CH3:2])([CH3:3])([CH3:4])[O:5][C:6](=[O:7])[N:8]1[CH2:9][CH2:10][CH:11]([O:14][c:15]2[c:16]([N+:28](=[O:29])[O-:30])[cH:17][c:18]([NH:21][C:22]([C:23]([F:24])([F:25])[F:26])=[O:27])[cH:19][cH:20]2)[CH2:12][CH2:13]1.[CH3:37][OH:38].[K+:31].[K+:32].[O-:33][C:34]([O-:35])=[O:36].[OH2:39]>>[C:1]([CH3:2])([CH3:3])([CH3:4])[O:5][C:6](=[O:7])[N:8]1[CH2:9][CH2:10][CH:11]([O:14][c:15]2[c:16]([N+:28](=[O:29])[O-:30])[cH:17][c:18]([NH2:21])[cH:19][cH:20]2)[CH2:12][CH2:13]1. Product: Fc1cc(OCc2ccc3ccccc3n2)ccc1-c1nn(CC(F)(F)F)cc1-c1ccncc1. Reaction SMILES: [CH3:56][C:57](=[O:58])[CH3:59].[F:1][c:2]1[cH:3][c:4]([O:5][CH2:6][c:7]2[n:8][c:9]3[cH:10][cH:11][cH:12][cH:13][c:14]3[cH:15][cH:16]2)[cH:17][cH:18][c:19]1-[c:20]1[n:21][n:22]([CH3:31])[cH:23][c:24]1-[c:25]1[cH:26][cH:27][n:28][cH:29][cH:30]1.[F:32][c:33]1[cH:34][c:35]([OH:36])[cH:37][cH:38][c:39]1-[c:40]1[c:41](-[c:42]2[cH:43][cH:44][n:45][cH:46][cH:47]2)[cH:48][n:49]([CH2:50][C:51]([F:52])([F:53])[F:54])[n:55]1>>[F:1][c:2]1[cH:3][c:4]([O:5][CH2:6][c:7]2[n:8][c:9]3[cH:10][cH:11][cH:12][cH:13][c:14]3[cH:15][cH:16]2)[cH:17][cH:18][c:19]1-[c:20]1[n:21][n:22]([CH2:31][C:51]([F:52])([F:53])[F:54])[cH:23][c:24]1-[c:25]1[cH:26][cH:27][n:28][cH:29][cH:30]1. The reactants are CC(C)=O, Cn1cc(-c2ccncc2)c(-c2ccc(OCc3ccc4ccccc4n3)cc2F)n1, Oc1ccc(-c2nn(CC(F)(F)F)cc2-c2ccncc2)c(F)c1. Starting materials: aldehyde, C(C)(=O)O[BH-](OC(C)=O)OC(C)=O.[Na+] (sodium triacetoxyborohydride), O=C1N(CCC1)CC=O ((2-Oxopyrrolidin-1-yl)acetaldehyde), NC=1C(=NC=C(C1)CC1=CC=C(C=C1)F)C(=O)OCC (ethyl 3-amino-5-(4-fluorobenzyl)-2-pyridinecarboxylate), C(C)(=O)O[BH-](OC(C)=O)OC(C)=O.[Na+] (Sodium trisacetoxyborohydride). Run in ClC(C)Cl.C(C)(=O)O (dichloroethane acetic acid). Reaction conditions: temperature 2.5 celsius, time 15 minute. Product: FC1=CC=C(CC=2C=C(C(=NC2)C(=O)OCC)NCCN2C(CCC2)=O)C=C1 (Ethyl 5-(4-fluorobenzyl)-3-{[2-(2-oxopyrrolidin-1-yl)ethyl]amino}pyridine-2-carboxylate). RXN SMILES: [O:1]=[C:2]1[CH2:6][CH2:5][CH2:4][N:3]1[CH2:7][CH:8]=O.[NH2:10][C:11]1[C:12]([C:25]([O:27][CH2:28][CH3:29])=[O:26])=[N:13][CH:14]=[C:15]([CH2:17][C:18]2[CH:23]=[CH:22][C:21]([F:24])=[CH:20][CH:19]=2)[CH:16]=1.C(O[BH-](OC(=O)C)OC(=O)C)(=O)C.[Na+]>ClC(Cl)C.C(O)(=O)C>[F:24][C:21]1[CH:22]=[CH:23][C:18]([CH2:17][C:15]2[CH:16]=[C:11]([NH:10][CH2:8][CH2:7][N:3]3[CH2:4][CH2:5][CH2:6][C:2]3=[O:1])[C:12]([C:25]([O:27][CH2:28][CH3:29])=[O:26])=[N:13][CH:14]=2)=[CH:19][CH:20]=1 |f:2.3,4.5|. Reported procedure: (2-Oxopyrrolidin-1-yl)acetaldehyde (2.00 g, 15.7 mmol) and ethyl 3-amino-5-(4-fluorobenzyl)-2-pyridinecarboxylate (2.00 g, 7.32 mmol) were combined in 1:1 dichloroethane/acetic acid (10 mL) and cooled under nitrogen to 0-5° C. Sodium trisacetoxyborohydride (3.10 g, 14.6 mmol) was added and the reaction was stirred for 15 min. Two additional portions of aldehyde (1.0 g, 7.8 mmol) plus sodium triacetoxyborohydride (1.65 g, 7.8 mmol) separated by 15 min. increments were made. The reaction mixture w... Starting materials: Cl.COCCCOC(C1CNCCC1)C1=CC=CC=C1 (3-((3-Methoxypropoxy)(phenyl)methyl)piperidine HCl salt), BrCC(=O)OC (methyl bromoacetate), C(=O)([O-])[O-].[K+].[K+] (K2CO3), CN(C)C=O (DMF). Solvent: CCOC(=O)C (EtOAc). Reaction conditions: time 8 hour. The product is COCCCOC(C1CN(CCC1)CC(=O)OC)C1=CC=CC=C1 (methyl 2-(3-((3-methoxypropoxy)(phenyl)methyl)piperidin-1-yl)acetate). The yield is 27.0%. Reaction SMILES: Cl.[CH3:2][O:3][CH2:4][CH2:5][CH2:6][O:7][CH:8]([C:15]1[CH:20]=[CH:19][CH:18]=[CH:17][CH:16]=1)[CH:9]1[CH2:14][CH2:13][CH2:12][NH:11][CH2:10]1.Br[CH2:22][C:23]([O:25][CH3:26])=[O:24].C([O-])([O-])=O.[K+].[K+].CN(C=O)C>CCOC(C)=O>[CH3:2][O:3][CH2:4][CH2:5][CH2:6][O:7][CH:8]([C:15]1[CH:16]=[CH:17][CH:18]=[CH:19][CH:20]=1)[CH:9]1[CH2:14][CH2:13][CH2:12][N:11]([CH2:22][C:23]([O:25][CH3:26])=[O:24])[CH2:10]1 |f:0.1,3.4.5|. Procedure details: 3-((3-Methoxypropoxy)(phenyl)methyl)piperidine HCl salt (63 mg, 0.212 mmol) was mixed with methyl bromoacetate (20 μL), K2CO3 (75 mg, 2.5 equiv.), and anhydrous DMF (3 mL). The mixture was stirred overnight at rt. LC-MS indicated the reaction was complete. The mixture was diluted with EtOAc and washed with water. The water layer was extracted with EtOAc. The combined organic layers were washed with water and brine, and dried over Na2SO4. After concentration, the residue was purified by flash chr... Reactants: C(C)C(CC)(C1=CC(=C(C=C1)OCC(C(C)(C)C)O)C)C=1OC2=C(C1)C=C(C=C2)C(=O)O (2-{1-Ethyl-1-[4-(2-hydroxy-3,3-dimethyl-butoxy)-3-methyl-phenyl]-propyl}-benzofuran-5-carboxylic acid), Cl.C(C)OC(CNC)=O (sarcosine ethyl ester hydrochloride), [OH-].[Na+] (NaOH). Yields the product C(C)C(CC)(C1=CC(=C(C=C1)OCC(C(C)(C)C)O)C)C=1OC2=C(C1)C=C(C=C2)C(=O)N(C)CC(=O)O ([(2-{1-Ethyl-1-[4-(2-hydroxy-3,3-dimethyl-butoxy)-3-methyl-phenyl]-propyl}-benzofuran-5-carbonyl)-methyl-amino]-acetic acid). RXN SMILES: [CH2:1]([C:3]([C:21]1[O:22][C:23]2[CH:29]=[CH:28][C:27]([C:30](O)=[O:31])=[CH:26][C:24]=2[CH:25]=1)([C:6]1[CH:11]=[CH:10][C:9]([O:12][CH2:13][CH:14]([OH:19])[C:15]([CH3:18])([CH3:17])[CH3:16])=[C:8]([CH3:20])[CH:7]=1)[CH2:4][CH3:5])[CH3:2].Cl.C([O:36][C:37](=[O:41])[CH2:38][NH:39][CH3:40])C.[OH-].[Na+]>>[CH2:4]([C:3]([C:21]1[O:22][C:23]2[CH:29]=[CH:28][C:27]([C:30]([N:39]([CH2:38][C:37]([OH:41])=[O:36])[CH3:40])=[O:31])=[CH:26][C:24]=2[CH:25]=1)([C:6]1[CH:11]=[CH:10][C:9]([O:12][CH2:13][CH:14]([OH:19])[C:15]([CH3:18])([CH3:16])[CH3:17])=[C:8]([CH3:20])[CH:7]=1)[CH2:1][CH3:2])[CH3:5] |f:1.2,3.4|. Reported procedure: 2-{1-Ethyl-1-[4-(2-hydroxy-3,3-dimethyl-butoxy)-3-methyl-phenyl]-propyl}-benzofuran-5-carboxylic acid (152 mg, 346 mmol) HATU (145 mg, 380 mmol) DIEA (0.35 ml, 2.07 mmol) and sarcosine ethyl ester hydrochloride (63 mg, 0.415 mmol) are reacted followed by base hydrolysis with 2N NaOH in an analogous manner to example E from to yield (78 mg, 56%). MS (ES) m/e: 508.3 (M−1) Starting materials: [Si](C)(C)(C(C)(C)C)OC(CCCCCCC1=CC=CC=C1)C=1OC(=CN1)C1=C(C(=O)OC)C=CC=N1 (Methyl 2-(2-(1-(tert-butyldimethylsilyloxy)-7-phenylheptyl)oxazol-5-yl)nicotinate), [Si](C)(C)(C(C)(C)C)OC(CCCCCCC1=CC=CC=C1)C=1OC(=CN1)[Sn](CCCC)(CCCC)CCCC (2-(1-(tert-butyldimethylsilyloxy)-7-phenylheptyl)-5-(tributylstannyl)oxazole), ClC1=C(C(=O)OC)C=CC=N1 (methyl 2-chloronicotinate). Product: EtOAc hexanes, C1(=CC=CC=C1)CCCCCCC(=O)C=1OC(=CN1)C1=C(C(=O)OC)C=CC=N1 (Methyl 2-(2-(7-phenylheptanoyl)oxazol-5-yl)nicotinate). Isolated yield 94.0%. Reaction SMILES: [Si]([O:8][CH:9]([C:22]1[O:23][C:24]([C:27]2[N:36]=[CH:35][CH:34]=[CH:33][C:28]=2[C:29]([O:31][CH3:32])=[O:30])=[CH:25][N:26]=1)[CH2:10][CH2:11][CH2:12][CH2:13][CH2:14][CH2:15][C:16]1[CH:21]=[CH:20][CH:19]=[CH:18][CH:17]=1)(C(C)(C)C)(C)C.[Si](OC(C1OC([Sn](CCCC)(CCCC)CCCC)=CN=1)CCCCCCC1C=CC=CC=1)(C(C)(C)C)(C)C.ClC1N=CC=CC=1C(OC)=O>>[C:16]1([CH2:15][CH2:14][CH2:13][CH2:12][CH2:11][CH2:10][C:9]([C:22]2[O:23][C:24]([C:27]3[N:36]=[CH:35][CH:34]=[CH:33][C:28]=3[C:29]([O:31][CH3:32])=[O:30])=[CH:25][N:26]=2)=[O:8])[CH:21]=[CH:20][CH:19]=[CH:18][CH:17]=1. Reported procedure: Methyl 2-(2-(1-(tert-butyldimethylsilyloxy)-7-phenylheptyl)oxazol-5-yl)nicotinate. The title compound was prepared from 2-(1-(tert-butyldimethylsilyloxy)-7-phenylheptyl)-5-(tributylstannyl)oxazole (83 mg, 0.125 mmol) and methyl 2-chloronicotinate following General Procedure A. Flash chromatography (2-10% EtOAc/hexanes) yielded the title compound as a white solid (60 mg, 94%): 1H NMR (CDCl3, 500 MHz) δ 8.80 (dd, 1H, J=6.4, 3.0 Hz), 8.02 (dd, 1H, J=10.0, 6.0 Hz), 7.72 (s, 1H), 7.39-7.32 (m, 3H), 7... Starting materials: Br, COCCn1c(C)c(C)sc1=N, O=C(O)C12CC3CC(CC(Cl)(C3)C1)C2. The product is COCCn1c(C)c(C)sc1=NC(=O)C12CC3CC(CC(Cl)(C3)C1)C2. Reaction SMILES: [BrH:1].[CH3:2][O:3][CH2:4][CH2:5][n:6]1[c:7](=[NH:13])[s:8][c:9]([CH3:12])[c:10]1[CH3:11].[Cl:14][C:15]12[CH2:16][C:17]3([C:25](=[O:26])[OH:27])[CH2:18][CH:19]([CH2:20][CH:21]([CH2:22]1)[CH2:23]3)[CH2:24]2>>[CH3:2][O:3][CH2:4][CH2:5][n:6]1[c:7](=[N:13][C:25]([C:17]23[CH2:16][C:15]4([Cl:14])[CH2:22][CH:21]([CH2:20][CH:19]([CH2:18]2)[CH2:24]4)[CH2:23]3)=[O:26])[s:8][c:9]([CH3:12])[c:10]1[CH3:11]. Reactants: N1=NC=CC2=C1OCC2N (5,6-dihydrofuro[2,3-c]pyridazin-5-amine), CON=C1COC2=NC(=CC=C21)C (6-methylfuro[2,3-b]pyridin-3(2H)-one O-methyl oxime). The product is CC1=CC=C2C(=N1)OCC2N (6-methyl-2,3-dihydrofuro[2,3-b]pyridin-3-amine). As a reaction SMILES: N1C2OCC(N)C=2C=CN=1.CO[N:13]=[C:14]1[C:22]2[C:17](=[N:18][C:19]([CH3:23])=[CH:20][CH:21]=2)[O:16][CH2:15]1>>[CH3:23][C:19]1[N:18]=[C:17]2[O:16][CH2:15][CH:14]([NH2:13])[C:22]2=[CH:21][CH:20]=1. Procedure: This compound was prepared using a method analogous to that of 5,6-dihydrofuro[2,3-c]pyridazin-5-amine (A.2.3.4), 6-methylfuro[2,3-b]pyridin-3(2H)-one O-methyl oxime replacing furo[2,3-c]pyridazin-5(6H)-one O-methyl oxime;